This data is from the Open Reaction Database (ORD), a public repository of structured organic reaction records. The task is: describe an organic reaction: reactants, conditions, products, and yield Starting materials: B(F)(F)F.CCOCC (boron trifluoride etherate), C1(=CC=CC=C1)CCC(=O)NC1=C(C(=O)OC)C=CC=C1 (methyl 2-(3-phenylpropanoylamino)benzoate), [BH4-].[Na+] (sodium borohydride). Run in COCCOC (1,2-dimethoxyethane). Reaction conditions: temperature 0 celsius. The product is C1(=CC=CC=C1)CCCNC1=C(C(=O)OC)C=CC=C1 (methyl 2-(3-phenylpropylamino)benzoate). RXN SMILES: B(F)(F)F.CCOCC.[C:10]1([CH2:16][CH2:17][C:18]([NH:20][C:21]2[CH:30]=[CH:29][CH:28]=[CH:27][C:22]=2[C:23]([O:25][CH3:26])=[O:24])=O)[CH:15]=[CH:14][CH:13]=[CH:12][CH:11]=1.[BH4-].[Na+]>COCCOC>[C:10]1([CH2:16][CH2:17][CH2:18][NH:20][C:21]2[CH:30]=[CH:29][CH:28]=[CH:27][C:22]=2[C:23]([O:25][CH3:26])=[O:24])[CH:11]=[CH:12][CH:13]=[CH:14][CH:15]=1 |f:0.1,3.4|. Reported procedure: 3.4 ml of boron trifluoride etherate are added to a solution of 5.6 g of methyl 2-(3-phenylpropanoylamino)benzoate in 35 ml of anhydrous 1,2-dimethoxyethane. After cooling to 0° C., 3.4 g of sodium borohydride are added in portions, while stirring and cooling, and then the mixture is stirred at 60° C. for 45 hours and, after cooling, is poured onto ice-water. Extraction with ethyl acetate, evaporation off of the solvent and column chromatography of the residue as described under (a) provides met... Reactants: IN1C(CCC1=O)=O (N-iodosuccinimide), C(C1=CC=CC=C1)C1=NC(=CC=C1Br)O (2-benzyl-3-bromo-6-hydroxypyridine), CN(C=O)C (N,N-dimethylformamide). Run in O (water). Reaction conditions: time 8 hour. Yields the product C(C1=CC=CC=C1)C1=NC(=C(C=C1Br)I)O (2-Benzyl-3-bromo-6-hydroxy-5-iodopyridine). The yield is 85.8%. As a reaction SMILES: [I:1]N1C(=O)CCC1=O.[CH2:9]([C:16]1[C:21]([Br:22])=[CH:20][CH:19]=[C:18]([OH:23])[N:17]=1)[C:10]1[CH:15]=[CH:14][CH:13]=[CH:12][CH:11]=1.CN(C)C=O>O>[CH2:9]([C:16]1[C:21]([Br:22])=[CH:20][C:19]([I:1])=[C:18]([OH:23])[N:17]=1)[C:10]1[CH:11]=[CH:12][CH:13]=[CH:14][CH:15]=1. Reported procedure: 1.19 g of N-iodosuccinimide was added to a mixture of 1.16 g of 2-benzyl-3-bromo-6-hydroxypyridine (Production Example 3-b) and 10 ml of N,N-dimethylformamide at room temperature, followed by stirring at the same temperature overnight. 50 ml of water was added to the reaction solution and the resulting crystals were collected by filtration, washed with water and then vacuum-dried, to give 1.47 g of the target compound. The reactants are CCOC(=O)C(Br)c1ccc2c(c1)OCO2, O=C([O-])[O-], [Cs+], [Cs+], CN(C)C=O, CCCc1cc(Cn2c(=O)n(C(=O)OCC)c3ccccc32)ccc1O, O=C(O)CC(O)(CC(=O)O)C(=O)O. Product: CCCc1cc(Cn2c(=O)n(C(=O)OCC)c3ccccc32)ccc1OC(C(=O)OCC)c1ccc2c(c1)OCO2. As a reaction SMILES: [Br:33][CH:34]([C:35](=[O:36])[O:37][CH2:38][CH3:39])[c:40]1[cH:41][c:42]2[c:43]([cH:44][cH:45]1)[O:46][CH2:47][O:48]2.[C:27](=[O:28])([O-:29])[O-:30].[Cs+:31].[Cs+:32].[O:49]=[CH:50][N:51]([CH3:52])[CH3:53].[OH:1][c:2]1[c:3]([CH2:24][CH2:25][CH3:26])[cH:4][c:5]([CH2:8][n:9]2[c:10](=[O:23])[n:11]([C:18](=[O:19])[O:20][CH2:21][CH3:22])[c:12]3[c:13]2[cH:14][cH:15][cH:16][cH:17]3)[cH:6][cH:7]1.[OH:54][C:55]([CH2:56][C:57]([C:58](=[O:59])[OH:60])([CH2:61][C:62](=[O:63])[OH:64])[OH:65])=[O:66]>>[O:1]([c:2]1[c:3]([CH2:24][CH2:25][CH3:26])[cH:4][c:5]([CH2:8][n:9]2[c:10](=[O:23])[n:11]([C:18](=[O:19])[O:20][CH2:21][CH3:22])[c:12]3[c:13]2[cH:14][cH:15][cH:16][cH:17]3)[cH:6][cH:7]1)[CH:34]([C:35](=[O:36])[O:37][CH2:38][CH3:39])[c:40]1[cH:41][c:42]2[c:43]([cH:44][cH:45]1)[O:46][CH2:47][O:48]2. The reactants are CC#N, ClCCCN1c2ccccc2CCc2ccccc21, [I-], [K+], O, OCC1CCCNC1. Yields the product Cl, OCC1CCCN(CCCN2c3ccccc3CCc3ccccc32)C1. Reaction SMILES: [CH3:9][C:10]#[N:11].[Cl:12][CH2:13][CH2:14][CH2:15][N:16]1[c:17]2[c:18]([cH:27][cH:28][cH:29][cH:30]2)[CH2:19][CH2:20][c:21]2[c:22]1[cH:23][cH:24][cH:25][cH:26]2.[I-:32].[K+:31].[OH2:33].[OH:1][CH2:2][CH:3]1[CH2:4][NH:5][CH2:6][CH2:7][CH2:8]1>>[ClH:12].[OH:1][CH2:2][CH:3]1[CH2:4][N:5]([CH2:13][CH2:14][CH2:15][N:16]2[c:17]3[c:18]([cH:27][cH:28][cH:29][cH:30]3)[CH2:19][CH2:20][c:21]3[c:22]2[cH:23][cH:24][cH:25][cH:26]3)[CH2:6][CH2:7][CH2:8]1.